The task is: describe an organic reaction: reactants, conditions, products, and yield. This data is from the Open Reaction Database (ORD), a public repository of structured organic reaction records. Starting materials: N1(C2C(CC1)CN(C2)C(=O)OC(C)(C)C)C(=O)OCC2C1=CC=CC=C1C=1C=CC=CC21 (1-(9H-fluoren-9-yl)methyl 5-tert-butyl hexahydropyrrolo[3,4-b]pyrrole-1,5-dicarboxylate), Cl (HCl). The solvent is CO (MeOH). The product is Cl.N1(C2C(CC1)CNC2)C(=O)OCC2C1=CC=CC=C1C=1C=CC=CC21 ((9H-fluoren-9-yl)methyl hexahydropyrrolo[3,4-b]pyrrole-1 (2H)-carboxylate hydrochloric acid). As a reaction SMILES: [N:1]1([C:16]([O:18][CH2:19][CH:20]2[C:32]3[CH:31]=[CH:30][CH:29]=[CH:28][C:27]=3[C:26]3[C:21]2=[CH:22][CH:23]=[CH:24][CH:25]=3)=[O:17])[CH2:5][CH2:4][CH:3]2[CH2:6][N:7](C(OC(C)(C)C)=O)[CH2:8][CH:2]12.[ClH:33]>CO>[ClH:33].[N:1]1([C:16]([O:18][CH2:19][CH:20]2[C:32]3[CH:31]=[CH:30][CH:29]=[CH:28][C:27]=3[C:26]3[C:21]2=[CH:22][CH:23]=[CH:24][CH:25]=3)=[O:17])[CH2:5][CH2:4][CH:3]2[CH2:6][NH:7][CH2:8][CH:2]12 |f:3.4|. Reported procedure: 1-(9H-fluoren-9-yl)methyl 5-tert-butyl hexahydropyrrolo[3,4-b]pyrrole-1,5-dicarboxylate (810 mg, 1.86 mmol) was treated with HCl in MeOH (5 mL) for 2 hours and then concentrated in vacuo to afford the title compound. The reactants are NC1=CC(=C(C(=O)NCC2CCN(CC2)C(=O)OC(C)(C)C)C=C1Cl)OC (4-amino-5-chloro-N-(1-tert-butoxycarbonylpiperidin-4-ylmethyl)-2-methoxybenzamide). The solvent is Cl.O1CCOCC1 (hydrochloric acid dioxane). Reaction conditions: time 2 hour. Product: Cl.NC1=CC(=C(C(=O)NCC2CCNCC2)C=C1Cl)OC (4-amino-5-chloro-2-methoxy-N-(piperidin-4-ylmethyl)-benzamide hydrochloride). Yield: 192.7%. RXN SMILES: [NH2:1][C:2]1[C:24]([Cl:25])=[CH:23][C:5]([C:6]([NH:8][CH2:9][CH:10]2[CH2:15][CH2:14][N:13](C(OC(C)(C)C)=O)[CH2:12][CH2:11]2)=[O:7])=[C:4]([O:26][CH3:27])[CH:3]=1>Cl.O1CCOCC1>[ClH:25].[NH2:1][C:2]1[C:24]([Cl:25])=[CH:23][C:5]([C:6]([NH:8][CH2:9][CH:10]2[CH2:11][CH2:12][NH:13][CH2:14][CH2:15]2)=[O:7])=[C:4]([O:26][CH3:27])[CH:3]=1 |f:1.2,3.4|. Procedure: 4-amino-5-chloro-N-(1-tert-butoxycarbonylpiperidin-4-ylmethyl)-2-methoxybenzamide (18.9 g) was dissolved in 4N hydrochloric acid-dioxane solution (150 ml). The mixture was stood at room temperature for 2 hr and the precipitated crystals were collected by filtration to give 15.3 g of 4-amino-5-chloro-2-methoxy-N-(piperidin-4-ylmethyl)-benzamide hydrochloride. Reactants: O1CCCC1 (tetrahydrofuran), CCCCCC=1C=C(C=2C=3C=C(C=CC3C(OC2C1)(C)C)C)O (cannabinol), solution, [BH4-].[Na+] (NaBH4). Solvent: O (H2O). Run at time 18 hour. Product: CCCCCC=1C=C(C2=C(C1)OC([C@H]3[C@H]2C=C(CC3)C)(C)C)O (THC). Reaction SMILES: O1CCCC1.[CH3:6][CH2:7][CH2:8][CH2:9][CH2:10][C:11]1[CH:12]=[C:13]([OH:28])[C:14]2[C:15]3[CH:16]=[C:17]([CH3:27])[CH:18]=[CH:19][C:20]=3[C:21]([CH3:26])([CH3:25])[O:22][C:23]=2[CH:24]=1.[BH4-].[Na+]>O>[CH3:6][CH2:7][CH2:8][CH2:9][CH2:10][C:11]1[CH:12]=[C:13]([OH:28])[C:14]2[C@@H:15]3[CH:16]=[C:17]([CH3:27])[CH2:18][CH2:19][C@H:20]3[C:21]([CH3:26])([CH3:25])[O:22][C:23]=2[CH:24]=1 |f:2.3|. Procedure details: Five ml of tetrahydrofuran containing 38.75 mg of a cannabinol derivative having the formula ##STR4## were added to the activated-LPS effluent, and the mixture was incubated for 18 hours at 22° C. in the dark. Two ml of a solution of 4.5 mg/ml NaBH4 in H2O were added, and the mixture was incubated for 30 minutes at room temperature. Unconjugated THC derivative was removed by dialysis for 2 days against frequent changes of water and for 2 days against 0.1M acetic acid, pH 3.5, to yield a THC-LPS ... Starting materials: CC(C)(C)OC(=O)c1ccc(CCCc2cncnc2OCc2ccccc2)cc1, ClCCl, O=C(O)C(F)(F)F. Product: O=C(O)c1ccc(CCCc2cncnc2OCc2ccccc2)cc1. Reaction SMILES: [CH2:1]([c:2]1[cH:3][cH:4][cH:5][cH:6][cH:7]1)[O:8][c:9]1[n:10][cH:11][n:12][cH:13][c:14]1[CH2:15][CH2:16][CH2:17][c:18]1[cH:19][cH:20][c:21]([C:22](=[O:23])[O:24][C:25]([CH3:26])([CH3:27])[CH3:28])[cH:29][cH:30]1.[Cl:38][CH2:39][Cl:40].[F:31][C:32]([F:33])([F:34])[C:35]([OH:36])=[O:37]>>[CH2:1]([c:2]1[cH:3][cH:4][cH:5][cH:6][cH:7]1)[O:8][c:9]1[n:10][cH:11][n:12][cH:13][c:14]1[CH2:15][CH2:16][CH2:17][c:18]1[cH:19][cH:20][c:21]([C:22](=[O:23])[OH:24])[cH:29][cH:30]1.